Dataset: the Open Reaction Database (ORD), a public repository of structured organic reaction records. Task: describe an organic reaction: reactants, conditions, products, and yield Yields the product CC1C(=O)N(CCCCN2CCCCC2)CCN1C(=O)C=Cc1ccc(Cl)c(Cl)c1. RXN SMILES: [BH3:38].[CH2:32]1[CH2:33][CH2:34][NH:35][CH2:36][CH2:37]1.[CH3:45][C:46](=[O:47])[OH:48].[CH3:52][C:53]([CH3:54])=[O:55].[CH3:60][CH2:61][OH:62].[Cl:56][CH2:57][CH2:58][Cl:59].[Cl:7][c:8]1[cH:9][c:10]([CH:15]=[CH:16][C:17](=[O:18])[N:19]2[CH:20]([CH3:31])[C:21](=[O:30])[N:22]([CH2:25][CH2:26][CH2:27][CH:28]=[CH2:29])[CH2:23][CH2:24]2)[cH:11][cH:12][c:13]1[Cl:14].[I+3:1]([O-:2])([O-:3])([O-:4])[O-:5].[NH4+:49].[Na+:6].[OH-:50].[OH2:51].[Os:63](=[O:64])(=[O:65])(=[O:66])=[O:67].[n:39]1[cH:40][cH:41][cH:42][cH:43][cH:44]1>>[Cl:7][c:8]1[cH:9][c:10]([CH:15]=[CH:16][C:17](=[O:18])[N:19]2[CH:20]([CH3:31])[C:21](=[O:30])[N:22]([CH2:25][CH2:26][CH2:27][CH2:28][N:35]3[CH2:34][CH2:33][CH2:32][CH2:37][CH2:36]3)[CH2:23][CH2:24]2)[cH:11][cH:12][c:13]1[Cl:14]. The reactants are B, C1CCNCC1, CC(=O)O, CC(C)=O, CCO, ClCCCl, C=CCCCN1CCN(C(=O)C=Cc2ccc(Cl)c(Cl)c2)C(C)C1=O, [O-][I+3]([O-])([O-])[O-], [NH4+], [Na+], [OH-], O, O=[Os](=O)(=O)=O, c1ccncc1.